This data is from the Open Reaction Database (ORD), a public repository of structured organic reaction records. The task is: describe an organic reaction: reactants, conditions, products, and yield Starting materials: Nc1ncc(Br)cn1, CCO, Cc1ccccc1, OB(O)c1ccc(O)c(F)c1, [Na+], [Na+], O=C([O-])[O-], O, c1ccc(P(c2ccccc2)(c2ccccc2)[Pd](P(c2ccccc2)(c2ccccc2)c2ccccc2)(P(c2ccccc2)(c2ccccc2)c2ccccc2)P(c2ccccc2)(c2ccccc2)c2ccccc2)cc1. Yields the product Nc1ncc(-c2ccc(O)c(F)c2)cn1. RXN SMILES: [Br:1][c:2]1[cH:3][n:4][c:5]([NH2:8])[n:6][cH:7]1.[CH3:26][CH2:27][OH:28].[CH3:30][c:31]1[cH:32][cH:33][cH:34][cH:35][cH:36]1.[F:9][c:10]1[cH:11][c:12]([B:17]([OH:18])[OH:19])[cH:13][cH:14][c:15]1[OH:16].[Na+:20].[Na+:21].[O-:22][C:23](=[O:24])[O-:25].[OH2:29].[cH:37]1[cH:38][cH:39][c:40]([P:41]([Pd:42]([P:43]([c:44]2[cH:45][cH:46][cH:47][cH:48][cH:49]2)([c:50]2[cH:51][cH:52][cH:53][cH:54][cH:55]2)[c:56]2[cH:57][cH:58][cH:59][cH:60][cH:61]2)([P:62]([c:63]2[cH:64][cH:65][cH:66][cH:67][cH:68]2)([c:69]2[cH:70][cH:71][cH:72][cH:73][cH:74]2)[c:75]2[cH:76][cH:77][cH:78][cH:79][cH:80]2)[P:81]([c:82]2[cH:83][cH:84][cH:85][cH:86][cH:87]2)([c:88]2[cH:89][cH:90][cH:91][cH:92][cH:93]2)[c:94]2[cH:95][cH:96][cH:97][cH:98][cH:99]2)([c:100]2[cH:101][cH:102][cH:103][cH:104][cH:105]2)[c:106]2[cH:107][cH:108][cH:109][cH:110][cH:111]2)[cH:112][cH:113]1>>[c:2]1(-[c:12]2[cH:11][c:10]([F:9])[c:15]([OH:16])[cH:14][cH:13]2)[cH:3][n:4][c:5]([NH2:8])[n:6][cH:7]1. The reactants are C(C)(C)(C)OP(=O)(OC(C)(C)C)C(C1=CC=C(CC(C\C=C\C2=CC=C(C=C2)C(F)(F)P(=O)(OCC)OCC)(C(C2=CC=C(C=C2)F)=O)C2=CC=C(C(=O)OC(C)C)C=C2)C=C1)(F)F (isopropyl 4-[(E)-1-{4-[[di(tert-butoxy)phosphoryl](difluro)methyl]benzyl}-4-{4-[(diethoxyphosphoryl)(difluoro)methyl]phenyl}-1-(4-fluorobenzoyl)-3-butenyl]benzoate). The reagents and catalysts are [Pd] (palladium on charcoal). Solvent: C(C)(=O)OCC (ethyl acetate). Yields the product C(C)(C)(C)OP(=O)(OC(C)(C)C)C(C1=CC=C(CC(CCCC2=CC=C(C=C2)C(F)(F)P(=O)(OCC)OCC)(C(C2=CC=C(C=C2)F)=O)C2=CC=C(C(=O)OC(C)C)C=C2)C=C1)(F)F (isopropyl 4-[1-{4-[[di(tert-butoxy)phosphoryl](difluro)methyl]benzyl}-4-{4-[(diethoxyphosphoryl)(difluoro)methyl]phenyl}-1-(4-fluorobenzoyl)butyl]benzoate). Reaction SMILES: [C:1]([O:5][P:6]([C:13]([F:64])([F:63])[C:14]1[CH:62]=[CH:61][C:17]([CH2:18][C:19]([C:49]2[CH:60]=[CH:59][C:52]([C:53]([O:55][CH:56]([CH3:58])[CH3:57])=[O:54])=[CH:51][CH:50]=2)([C:40](=[O:48])[C:41]2[CH:46]=[CH:45][C:44]([F:47])=[CH:43][CH:42]=2)[CH2:20]/[CH:21]=[CH:22]/[C:23]2[CH:28]=[CH:27][C:26]([C:29]([P:32]([O:37][CH2:38][CH3:39])([O:34][CH2:35][CH3:36])=[O:33])([F:31])[F:30])=[CH:25][CH:24]=2)=[CH:16][CH:15]=1)([O:8][C:9]([CH3:12])([CH3:11])[CH3:10])=[O:7])([CH3:4])([CH3:3])[CH3:2]>C(OCC)(=O)C.[Pd]>[C:9]([O:8][P:6]([C:13]([F:64])([F:63])[C:14]1[CH:62]=[CH:61][C:17]([CH2:18][C:19]([C:49]2[CH:60]=[CH:59][C:52]([C:53]([O:55][CH:56]([CH3:57])[CH3:58])=[O:54])=[CH:51][CH:50]=2)([C:40](=[O:48])[C:41]2[CH:46]=[CH:45][C:44]([F:47])=[CH:43][CH:42]=2)[CH2:20][CH2:21][CH2:22][C:23]2[CH:28]=[CH:27][C:26]([C:29]([P:32]([O:37][CH2:38][CH3:39])([O:34][CH2:35][CH3:36])=[O:33])([F:31])[F:30])=[CH:25][CH:24]=2)=[CH:16][CH:15]=1)([O:5][C:1]([CH3:4])([CH3:2])[CH3:3])=[O:7])([CH3:12])([CH3:11])[CH3:10]. Reported procedure: To a solution of isopropyl 4-[(E)-1-{4-[[di(tert-butoxy)phosphoryl](difluro)methyl]benzyl}-4-{4-[(diethoxyphosphoryl)(difluoro)methyl]phenyl}-1-(4-fluorobenzoyl)-3-butenyl]benzoate in ethyl acetate was added palladium on charcoal. The mixture ws then hydrogenated on a Parr apparatus at 50 psi. The reaction mixture was filtered and evaporated to give 0.02 g of the title compound. The reactants are C1CCOC1, Nc1ccc(Sc2ccc3ccccc3c2)c(Cl)c1, O=S(=O)(Cl)c1ccc(I)cc1, c1ccncc1. The product is O=S(=O)(Nc1ccc(Sc2ccc3ccccc3c2)c(Cl)c1)c1ccc(I)cc1. RXN SMILES: [CH2:37]1[O:38][CH2:39][CH2:40][CH2:41]1.[Cl:1][c:2]1[cH:3][c:4]([NH2:19])[cH:5][cH:6][c:7]1[S:8][c:9]1[cH:10][c:11]2[cH:12][cH:13][cH:14][cH:15][c:16]2[cH:17][cH:18]1.[I:26][c:27]1[cH:28][cH:29][c:30]([S:33](=[O:34])(=[O:35])[Cl:36])[cH:31][cH:32]1.[cH:20]1[cH:21][cH:22][n:23][cH:24][cH:25]1>>[Cl:1][c:2]1[cH:3][c:4]([NH:19][S:33]([c:30]2[cH:29][cH:28][c:27]([I:26])[cH:32][cH:31]2)(=[O:34])=[O:35])[cH:5][cH:6][c:7]1[S:8][c:9]1[cH:10][c:11]2[cH:12][cH:13][cH:14][cH:15][c:16]2[cH:17][cH:18]1.